The task is: describe an organic reaction: reactants, conditions, products, and yield. This data is from the Open Reaction Database (ORD), a public repository of structured organic reaction records. Starting materials: IC1=CC=CC2=CC=CC(=C12)I (1,8-diiodonaphthalene), CC1=C(C=CC(=C1)OC)B(O)O (2-methyl-4-methoxyphenylboronic acid), [O-]P(=O)([O-])[O-].[K+].[K+].[K+] (K3PO4). The reagents and catalysts are C=1C=CC(=CC1)[P](C=2C=CC=CC2)(C=3C=CC=CC3)[Pd]([P](C=4C=CC=CC4)(C=5C=CC=CC5)C=6C=CC=CC6)([P](C=7C=CC=CC7)(C=8C=CC=CC8)C=9C=CC=CC9)[P](C=1C=CC=CC1)(C=1C=CC=CC1)C=1C=CC=CC1 (Pd(PPh3)4). Solvent: C1(=CC=CC=C1)C (toluene). The product is CC1=C(C=CC(=C1)OC)C1=CC=CC2=CC=CC(=C12)C1=C(C=C(C=C1)OC)C (1,8-Bis(2′-methyl-4′-methoxyphenyl)naphthalene). Isolated yield 99.0%. As a reaction SMILES: I[C:2]1[C:11]2[C:6](=[CH:7][CH:8]=[CH:9][C:10]=2I)[CH:5]=[CH:4][CH:3]=1.[CH3:13][C:14]1[CH:19]=[C:18]([O:20][CH3:21])[CH:17]=[CH:16][C:15]=1B(O)O.[O-]P([O-])([O-])=O.[K+].[K+].[K+]>C1(C)C=CC=CC=1.C1C=CC([P]([Pd]([P](C2C=CC=CC=2)(C2C=CC=CC=2)C2C=CC=CC=2)([P](C2C=CC=CC=2)(C2C=CC=CC=2)C2C=CC=CC=2)[P](C2C=CC=CC=2)(C2C=CC=CC=2)C2C=CC=CC=2)(C2C=CC=CC=2)C2C=CC=CC=2)=CC=1>[CH3:13][C:14]1[CH:19]=[C:18]([O:20][CH3:21])[CH:17]=[CH:16][C:15]=1[C:2]1[C:11]2[C:6](=[CH:7][CH:8]=[CH:9][C:10]=2[C:15]2[CH:16]=[CH:17][C:18]([O:20][CH3:21])=[CH:19][C:14]=2[CH3:13])[CH:5]=[CH:4][CH:3]=1 |f:2.3.4.5,^1:43,45,64,83|. Procedure details: A solution of 1,8-diiodonaphthalene, (1.70 g, 4.5 mmol), 2-methyl-4-methoxyphenylboronic acid, 2, (2.20 g, 13.4 mmol), Pd(PPh3)4 (0.78 g, 0.67 mmol) and K3PO4, (4.30 g, 20.1 mmol) in 50 mL toluene was stirred at 100° C. for 18 hours. The resulting mixture was allowed to come to room temperature, quenched with water and extracted with CH2Cl2. The combined organic layers were dried over MgSO4 and concentrated in vacuo. Purification by flash chromatography on silica gel (CH2Cl2:hexanes 2:3) afforde...